This data is from the Open Reaction Database (ORD), a public repository of structured organic reaction records. The task is: describe an organic reaction: reactants, conditions, products, and yield Reactants: C(C)(C)(C)[SiH2]OC(C1C(C(C(O1)N1C(N=C(C=C1)N=CN(C)C)=O)(C)O)O)(C1=CC=CC=C1)C1=CC=CC=C1 (N′-{1-[5-(tert-butyl-diphenyl-silanyloxy-methyl)-3,4-dihydroxy-3-methyl-tetrahydro-furan-2-yl]-2-oxo-1,2-dihydro-pyrimidin-4-yl}-N,N-dimethyl-formamidine), C(=O)(OC(C)(C)C)N[C@@H](C(C)C)C(=O)O (N-Boc-L-valine). The reagents and catalysts are CN(C)C=1C=CN=CC1 (DMAP). Solvent: C1CCOC1.CN(C)C=O (THF DMF). Product: C(C)(C)(C)[SiH2]OC(C1OC(C(C1OC(C(C(C)C)NC(=O)OC(C)(C)C)=O)(C)O)N1C(N=C(C=C1)N=CN(C)C)=O)(C1=CC=CC=C1)C1=CC=CC=C1 (2-tert-butoxycarbonylamino-3-methyl-butyric acid 2-(tert-butyl-diphenyl-silanyloxy-methyl)-5-[4-(dimethylamino-methyleneamino)-2-oxo-2H-pyrimidin-1-yl]-4-hydroxy-4-methyl-tetrahydro-furan-3-yl ester). RXN SMILES: [C:1]([SiH2:5][O:6][C:7]([C:34]1[CH:39]=[CH:38][CH:37]=[CH:36][CH:35]=1)([C:28]1[CH:33]=[CH:32][CH:31]=[CH:30][CH:29]=1)[CH:8]1[O:12][CH:11]([N:13]2[CH:18]=[CH:17][C:16]([N:19]=[CH:20][N:21]([CH3:23])[CH3:22])=[N:15][C:14]2=[O:24])[C:10]([OH:26])([CH3:25])[CH:9]1[OH:27])([CH3:4])([CH3:3])[CH3:2].[C:40]([NH:47][C@H:48]([C:52](O)=[O:53])[CH:49]([CH3:51])[CH3:50])([O:42][C:43]([CH3:46])([CH3:45])[CH3:44])=[O:41]>CN(C1C=CN=CC=1)C.C1COCC1.CN(C=O)C>[C:1]([SiH2:5][O:6][C:7]([C:28]1[CH:33]=[CH:32][CH:31]=[CH:30][CH:29]=1)([C:34]1[CH:35]=[CH:36][CH:37]=[CH:38][CH:39]=1)[CH:8]1[CH:9]([O:27][C:52](=[O:53])[CH:48]([NH:47][C:40]([O:42][C:43]([CH3:44])([CH3:46])[CH3:45])=[O:41])[CH:49]([CH3:51])[CH3:50])[C:10]([OH:26])([CH3:25])[CH:11]([N:13]2[CH:18]=[CH:17][C:16]([N:19]=[CH:20][N:21]([CH3:22])[CH3:23])=[N:15][C:14]2=[O:24])[O:12]1)([CH3:2])([CH3:3])[CH3:4] |f:3.4|. Procedure details: In another method to synthesize the compounds of the invention, shown in FIG. 1b, benzoylcytosine, BSA and SnCl4/acetonitrile are reacted with 1,2,3,5-tetra-O-benzoyl-2-C-methyl-β-D-ribofuranose (1) to form 4-benzoylamino-1-(3,4-dibenzoyloxy-5-benzoyloxymethyl-3-methyl-tetrahydro-furan-2-yl)-1H-pyrimidin-2-one (2a); reacting (2a) with NH3 in methanol and chromatographically separating the product, 4-amino-1-(3,4-dihydroxy-5-hydroxymethyl-3-methyl-tetrahydro-furan-2-yl)-1H-pyrimidin-2-one (3), al... Reactants: COC(=O)Nc1ccc(NC(=O)CN(C)C)c([N+](=O)[O-])c1, CO, [H][H], O=[Pt]. Product: COC(=O)Nc1ccc(NC(=O)CN(C)C)c(N)c1. RXN SMILES: [CH3:1][O:2][C:3](=[O:4])[NH:5][c:6]1[cH:7][c:8]([N+:19]([O-:20])=[O:21])[c:9]([NH:12][C:13]([CH2:14][N:15]([CH3:16])[CH3:17])=[O:18])[cH:10][cH:11]1.[CH3:26][OH:27].[H:22][H:23].[Pt:24]=[O:25]>>[CH3:1][O:2][C:3](=[O:4])[NH:5][c:6]1[cH:7][c:8]([NH2:19])[c:9]([NH:12][C:13]([CH2:14][N:15]([CH3:16])[CH3:17])=[O:18])[cH:10][cH:11]1. The reactants are CC(C)(C)OC(=O)n1cc(CBr)cn1, CS(C)=O, N#C[K], O. Product: CC(C)(C)OC(=O)n1cc(CC#N)cn1. As a reaction SMILES: [C:1]([CH3:2])([CH3:3])([CH3:4])[O:5][C:6](=[O:7])[n:8]1[n:9][cH:10][c:11]([CH2:13][Br:14])[cH:12]1.[CH3:19][S:20]([CH3:21])=[O:22].[K:15][C:16]#[N:17].[OH2:18]>>[C:1]([CH3:2])([CH3:3])([CH3:4])[O:5][C:6](=[O:7])[n:8]1[n:9][cH:10][c:11]([CH2:13][C:16]#[N:17])[cH:12]1. The solvent is C(C)O (ethanol). The yield is 52.1%. Reaction SMILES: [N+:1]([C:4]1[CH:5]=[CH:6][C:7]2[O:13][C:12]3[CH:14]=[CH:15][CH:16]=[CH:17][C:11]=3[NH:10][C:9](=[O:18])[C:8]=2[CH:19]=1)([O-])=O.Cl[Sn]Cl>C(O)C>[NH2:1][C:4]1[CH:5]=[CH:6][C:7]2[O:13][C:12]3[CH:14]=[CH:15][CH:16]=[CH:17][C:11]=3[NH:10][C:9](=[O:18])[C:8]=2[CH:19]=1. Starting materials: [N+](=O)([O-])C=1C=CC2=C(C(NC3=C(O2)C=CC=C3)=O)C1 (2-Nitro-10H-dibenzo[b,f][1,4]oxazepin-11-one), Cl[Sn]Cl (SnCl2). Reported procedure: A mixture of 2-nitro-10H-dibenzo[b,f][1,4]oxazepin-11-one (Example 3, 2.0 g, 7.8 mmol) and SnCl2 in 50 mL of denatured ethanol (85% ethanol, 15% wood alcohol) was stirred under reflux for 1 hr. The solvent was evaporated and the solid residue was washed with 200 mL of ethyl acetate. The ethyl acetate layer was washed with 1.0 N sodium hydroxide (2×100 mL)and water (2×100 mL), then dried over magnesium sulfate, filtered and evaporated to give an off white solid (yield 0.92 g, 52.3%). Product: NC=1C=CC2=C(C(NC3=C(O2)C=CC=C3)=O)C1 (2-Amino-10H-dibenzo[b,f][1,4]oxazepin-11-one). The reactants are CCCCCCCCCCCCCCCc1cccc(O)c1, CS(C)=O, CI, [K+], [OH-], O. Yields the product CCCCCCCCCCCCCCCc1cccc(OC)c1. Reaction SMILES: [CH2:5]([CH2:6][CH2:7][CH2:8][CH2:9][CH2:10][CH2:11][CH2:12][CH2:13][CH2:14][CH2:15][CH2:16][CH2:17][CH2:18][CH3:19])[c:20]1[cH:21][c:22]([OH:26])[cH:23][cH:24][cH:25]1.[CH3:1][S:2](=[O:3])[CH3:4].[CH3:29][I:30].[K+:28].[OH-:27].[OH2:31]>>[CH2:5]([CH2:6][CH2:7][CH2:8][CH2:9][CH2:10][CH2:11][CH2:12][CH2:13][CH2:14][CH2:15][CH2:16][CH2:17][CH2:18][CH3:19])[c:20]1[cH:21][c:22]([O:26][CH3:29])[cH:23][cH:24][cH:25]1. Starting materials: C(C1=CC=CC=C1)[C@@H]1N(C(OC1)=O)C(CCC1=CC(=CC(=C1)F)F)=O ((S)-4-benzyl-3-(3-(3,5-difluorophenyl)propanoyl)oxazolidin-2-one), B(CCCC)(CCCC)OS(=O)(=O)C(F)(F)F (Bu2BOTf), CCN(C(C)C)C(C)C (Hunig's base), ( 5 ), C(C=C)O[C@@H]1C[C@@H](N(C1)C(=O)OC(C)(C)C)C=O ((2R,4R)-tert-butyl 4-(allyloxy)-2-formylpyrrolidine-1-carboxylate), FC=1C=C(C[C@@H]([C@H](O)C2N(CC(C2)OCC=C)C(=O)OC(C)(C)C)C(=O)N2C(OC[C@@H]2CC2=CC=CC=C2)=O)C=C(C1)F (tert-butyl 2-((1S,2S)-2-(3,5-difluorobenzyl)-3-((S)-4-benzyl-2-oxooxazolidin-3-yl)-1-hydroxy-3-oxopropyl)-4-(allyloxy)pyrrolidine-1-carboxylate). Run in C(Cl)Cl (CH2Cl2), C(Cl)Cl (CH2Cl2). Conditions: temperature -78 celsius, time 30 minute. The product is FC=1C=C(C[C@@H]([C@H](O)[C@@H]2N(C[C@@H](C2)OCC=C)C(=O)OC(C)(C)C)C(=O)N2C(OC[C@@H]2CC2=CC=CC=C2)=O)C=C(C1)F ((2R,4R)-tert-butyl 2-((1S,2S)-2-(3,5-difluorobenzyl)-3-((S)-4-benzyl-2-oxooxazolidin-3-yl)-1-hydroxy-3-oxopropyl)-4-(allyloxy)pyrrolidine-1-carboxylate). The yield is 48.0%. Reaction SMILES: [F:1][C:2]1[CH:3]=[C:4]([CH:40]=[C:41]([F:43])[CH:42]=1)[CH2:5][C@H:6]([C:25]([N:27]1[C@@H:31]([CH2:32][C:33]2[CH:38]=[CH:37][CH:36]=[CH:35][CH:34]=2)[CH2:30][O:29][C:28]1=[O:39])=[O:26])[C@@H:7]([CH:9]1[CH2:13][CH:12]([O:14][CH2:15][CH:16]=[CH2:17])[CH2:11][N:10]1[C:18]([O:20][C:21]([CH3:24])([CH3:23])[CH3:22])=[O:19])[OH:8].C([C@H]1COC(=O)N1C(=O)CCC1C=C(F)C=C(F)C=1)C1C=CC=CC=1.B(OS(C(F)(F)F)(=O)=O)(CCCC)CCCC.CCN(C(C)C)C(C)C.C(O[C@H]1CN(C(OC(C)(C)C)=O)[C@@H](C=O)C1)C=C>C(Cl)Cl>[F:43][C:41]1[CH:40]=[C:4]([CH:3]=[C:2]([F:1])[CH:42]=1)[CH2:5][C@H:6]([C:25]([N:27]1[C@@H:31]([CH2:32][C:33]2[CH:34]=[CH:35][CH:36]=[CH:37][CH:38]=2)[CH2:30][O:29][C:28]1=[O:39])=[O:26])[C@@H:7]([C@H:9]1[CH2:13][C@@H:12]([O:14][CH2:15][CH:16]=[CH2:17])[CH2:11][N:10]1[C:18]([O:20][C:21]([CH3:24])([CH3:23])[CH3:22])=[O:19])[OH:8]. Reported procedure: Step A (5): 2R,4R)-tert-butyl 2-((1S,2S)-2-(3,5-difluorobenzyl)-3-((S)-4-benzyl-2-oxooxazolidin-3-yl)-1-hydroxy-3-oxopropyl)-4-(allyloxy)pyrrolidine-1-carboxylate. To a solution of (S)-4-benzyl-3-(3-(3,5-difluorophenyl)propanoyl)oxazolidin-2-one (Preparation B, 1.47 g, 4.27 mmol) in CH2Cl2 (15 ml) at −78° C. was added Bu2BOTf (5.12 ml, 5.12 mmol, 1M in CH2Cl2) and Hunig's base (1.12 ml, 6.41 mmol). The resulting mixture was brought to 0° C. and stirred for 30 min. The mixture was again cooled to... Reactants: CCCCc1oc2ccccc2c1C(=O)Nc1ccc2c(Br)c(O)ccc2c1, N#CCBr, O=C([O-])[O-], [K+], [K+], CN(C)C=O. Product: CCCCc1oc2ccccc2c1C(=O)Nc1ccc2c(Br)c(OCC#N)ccc2c1. As a reaction SMILES: [Br:1][c:2]1[c:3]2[cH:4][cH:5][c:6]([NH:13][C:14](=[O:15])[c:16]3[c:17]([CH2:25][CH2:26][CH2:27][CH3:28])[o:18][c:19]4[c:20]3[cH:21][cH:22][cH:23][cH:24]4)[cH:7][c:8]2[cH:9][cH:10][c:11]1[OH:12].[Br:29][CH2:30][C:31]#[N:32].[C:33](=[O:34])([O-:35])[O-:36].[K+:37].[K+:38].[O:39]=[CH:40][N:41]([CH3:42])[CH3:43]>>[Br:1][c:2]1[c:3]2[cH:4][cH:5][c:6]([NH:13][C:14](=[O:15])[c:16]3[c:17]([CH2:25][CH2:26][CH2:27][CH3:28])[o:18][c:19]4[c:20]3[cH:21][cH:22][cH:23][cH:24]4)[cH:7][c:8]2[cH:9][cH:10][c:11]1[O:12][CH2:30][C:31]#[N:32].